Dataset: the Open Reaction Database (ORD), a public repository of structured organic reaction records. Task: describe an organic reaction: reactants, conditions, products, and yield Reactants: COC(=N)N.OS(=O)(=O)O (o-methylisourea sulfate), Cl.N1CCC(CC1)CCCC(=O)O (4-piperidinebutyric acid hydrochloride), [OH-].[Na+] (sodium hydroxide). Run in O (water). Product: Cl.C(N)(=N)N1CCC(CC1)CCCC(=O)O (1-amidino-4-piperidinebutyrate hydrochloride). The yield is 86.4%. As a reaction SMILES: CO[C:3]([NH2:5])=[NH:4].OS(O)(=O)=O.[ClH:11].[NH:12]1[CH2:17][CH2:16][CH:15]([CH2:18][CH2:19][CH2:20][C:21]([OH:23])=[O:22])[CH2:14][CH2:13]1.[OH-].[Na+]>O>[ClH:11].[C:3]([N:12]1[CH2:17][CH2:16][CH:15]([CH2:18][CH2:19][CH2:20][C:21]([OH:23])=[O:22])[CH2:14][CH2:13]1)(=[NH:4])[NH2:5] |f:0.1,2.3,4.5,7.8|. Procedure: A mixture of 13.0 g of o-methylisourea sulfate and 15.7 g of 4-piperidinebutyric acid hydrochloride was dissolved with stirring and ice-cooling in 60 ml of a 4 N sodium hydroxide solution. To the solution was added 20 ml of water, and the resulting mixture was stirred at room temperature for 64 hours. The crystals obtained were washed with 300 ml of ice-water and dehydrated with acetone and further washed with ether. The crystals were dissolved in 90 ml of a 1 N hydrochloric acid solution, and t... Starting materials: ClC1=C(C=CC(=C1)Cl)C(CN)F (2-(2,4-dichlorophenyl)-2-fluoroethanamine), ClC=1C=C2C(CCOC2=CC1OC1=CC=C(C(=O)O)C=C1)C(=O)OCC (4-(6-chloro-4-(ethoxycarbonyl)chroman-7-yloxy)benzoic acid), N1=NN(C2=NC=CC=C21)O (3H-[1,2,3]triazolo[4,5-b]pyridin-3-ol), Cl.C(C)N=C=NCCCN(C)C (N1-((ethylimino)methylene)-N3,N3-dimethylpropane-1,3-diamine hydrochloride). Solvent: CN(C)C=O (DMF), CCOC(=O)C (EtOAc). Reaction conditions: time 16 hour. The product is ClC=1C=C2C(CCOC2=CC1OC1=CC=C(C=C1)C(NCC(F)C1=CC=C(C=C1)Cl)=O)C(=O)OCC (ethyl 6-chloro-7-(4-(2-(4-chlorophenyl)-2-fluoroethylcarbamoyl)phenoxy)chroman-4-carboxylate). Isolated yield 99.8%. RXN SMILES: Cl[C:2]1[CH:7]=[C:6]([Cl:8])[CH:5]=[CH:4][C:3]=1[CH:9]([F:12])[CH2:10][NH2:11].[Cl:13][C:14]1[CH:15]=[C:16]2[C:21](=[CH:22][C:23]=1[O:24][C:25]1[CH:33]=[CH:32][C:28]([C:29](O)=[O:30])=[CH:27][CH:26]=1)[O:20][CH2:19][CH2:18][CH:17]2[C:34]([O:36][CH2:37][CH3:38])=[O:35].N1C2C(=NC=CC=2)N(O)N=1.Cl.C(N=C=NCCCN(C)C)C>CN(C=O)C.CCOC(C)=O>[Cl:13][C:14]1[CH:15]=[C:16]2[C:21](=[CH:22][C:23]=1[O:24][C:25]1[CH:33]=[CH:32][C:28]([C:29](=[O:30])[NH:11][CH2:10][CH:9]([C:3]3[CH:4]=[CH:5][C:6]([Cl:8])=[CH:7][CH:2]=3)[F:12])=[CH:27][CH:26]=1)[O:20][CH2:19][CH2:18][CH:17]2[C:34]([O:36][CH2:37][CH3:38])=[O:35] |f:3.4|. Reported procedure: To a solution of 2-(2,4-dichlorophenyl)-2-fluoroethanamine (0.126 g, 0.606 mmol), 4-(6-chloro-4-(ethoxycarbonyl)chroman-7-yloxy)benzoic acid (0.114 g, 0.303 mmol), and 3H-[1,2,3]triazolo[4,5-b]pyridin-3-ol (0.0412 g, 0.303 mmol) in DMF (2 ml) was added N1-((ethylimino)methylene)-N3,N3-dimethylpropane-1,3-diamine hydrochloride (0.0697 g, 0.363 mmol. The reaction was stirred for 16 hours at ambient temperature. It was diluted with EtOAc and washed with 1M hydrochloric acid, saturated sodium bicarb... Reactants: O.ClC(C=O)(Cl)Cl (trichloroacetaldehyde monohydrate), Cl.ON (hydroxyamine hydrochloride), S(=O)(=O)([O-])[O-].[Na+].[Na+] (sodium sulfate), Cl (HCl), FC=1C=C(N)C=CC1 (3-fluoroaniline). The solvent is O (water). Conditions: temperature 50 celsius, time 5 hour. Yields the product FC1=CC=C2C(C(NC2=C1)=O)=O (6-fluoroisatin). Isolated yield 55.8%. RXN SMILES: [F:1][C:2]1[CH:3]=[C:4]([CH:6]=[CH:7][CH:8]=1)[NH2:5].O.Cl[C:11](Cl)(Cl)[CH:12]=[O:13].Cl.ON.S([O-])([O-])(=O)=[O:20].[Na+].[Na+].Cl>O>[F:1][C:2]1[CH:3]=[C:4]2[C:6]([C:12](=[O:13])[C:11](=[O:20])[NH:5]2)=[CH:7][CH:8]=1 |f:1.2,3.4,5.6.7|. Reported procedure: 9.6 g of 3-fluoroaniline were added to 590 mL of water followed by the addition of 17.2 g of trichloroacetaldehyde monohydrate, 21.9 g of hydroxyamine hydrochloride and 98.2 g of anhydrous sodium sulfate and stirring the mixture for 5 hours at 50° C. After cooling the resultant to room temperature and allowing to stand overnight, 31 mL of 2 N HCl were added thereto followed by stirring the mixture for 30 minutes and then filtering out the crystals. After drying the resulting crystals, the crysta... Reactants: [Li]CCCC, CCOCC, CN(C)CCN(C)C, CCOP(=O)(Cl)OCC, c1ccoc1. Product: CCOP(=O)(OCC)c1ccco1. RXN SMILES: [CH3:14][CH2:15][CH2:16][CH2:17][Li:18].[CH3:28][CH2:29][O:30][CH2:31][CH3:32].[CH3:6][N:7]([CH3:8])[CH2:9][CH2:10][N:11]([CH3:12])[CH3:13].[P:19](=[O:20])([O:21][CH2:22][CH3:23])([O:24][CH2:25][CH3:26])[Cl:27].[cH:1]1[cH:2][cH:3][o:4][cH:5]1>>[cH:1]1[cH:2][c:3]([P:19](=[O:20])([O:21][CH2:22][CH3:23])[O:24][CH2:25][CH3:26])[o:4][cH:5]1. The reactants are N1(N=NC2=C1C=CC=C2)C(C(=O)O)NC(=O)OCC2=CC=CC=C2 (2-(1H-benzo[d][1,2,3]triazol-1-yl)-2-(benzyloxycarbonylamino)acetic acid), NC1=C(C=C(C=C1)OC)C(=O)C1=CC=CC=C1 ((2-Amino-5-methoxyphenyl)(phenyl)methanone), CN1CCOCC1 (NMM), C(C(=O)Cl)(=O)Cl (oxalyl chloride). Run in C1CCOC1 (THF), C(Cl)Cl (DCM). Conditions: temperature 0 celsius, time 30 minute. Yields the product COC1=CC2=C(NC(C(N=C2C2=CC=CC=C2)NC(OCC2=CC=CC=C2)=O)=O)C=C1 (Benzyl (7-methoxy-2-oxo-5-phenyl-2,3-dihydro-1H-benzo[e][1,4]diazepin-3-yl)carbamate). Reaction SMILES: [N:1]1([CH:10]([NH:14][C:15]([O:17][CH2:18][C:19]2[CH:24]=[CH:23][CH:22]=[CH:21][CH:20]=2)=[O:16])[C:11](O)=[O:12])C2C=CC=CC=2N=N1.C(Cl)(=O)C(Cl)=O.[NH2:31][C:32]1[CH:37]=[CH:36][C:35]([O:38][CH3:39])=[CH:34][C:33]=1[C:40]([C:42]1[CH:47]=[CH:46][CH:45]=[CH:44][CH:43]=1)=O.CN1CCOCC1>C1COCC1.C(Cl)Cl>[CH3:39][O:38][C:35]1[CH:36]=[CH:37][C:32]2[NH:31][C:11](=[O:12])[CH:10]([NH:14][C:15](=[O:16])[O:17][CH2:18][C:19]3[CH:24]=[CH:23][CH:22]=[CH:21][CH:20]=3)[N:1]=[C:40]([C:42]3[CH:47]=[CH:46][CH:45]=[CH:44][CH:43]=3)[C:33]=2[CH:34]=1. Procedure: A solution of 2-(1H-benzo[d][1,2,3]triazol-1-yl)-2-(benzyloxycarbonylamino)acetic acid (0.446 g, 1.965 mmol) in 5 mL of dry THF was cooled to 0° C. and then treated with oxalyl chloride (0.171 mL, 1.34 mmol). The mixture was stirred for 30 min at 0° C. A mixture of Intermediate 7A (0.235 g, 1.034 mmol) and NMM (0.237 mL, 2.59 mmol) in DCM (3 mL) was added to the above mixture. The resulting mixture was stirred at room temperature for 2 h and then filtered. The filtrate was treated with 2M methan... The reactants are N[C@H]1[C@@H]2CC[C@H]([C@](C1)(N2CC2=CC=CC=C2)C2=CC=CC=C2)O[C@@H](C)C2=CC(=CC(=C2)C(F)(F)F)C(F)(F)F ((1R*,2R*,5S*,6R*)-6-Amino-8-benzyl-2-{(1S*)-1-[3,5-bis(trifluoromethyl)phenyl]ethoxy}-1-phenyl-8-azabicyclo[3.2.1]octane), C(C)OC(OCC)OCC (triethylorthoformate), [N-]=[N+]=[N-].[Na+] (Sodium azide). The solvent is C(C)(=O)O (acetic acid). Reaction conditions: temperature 90 celsius, time 8 hour. Yields the product C(C1=CC=CC=C1)N1[C@@]2([C@@H](CC[C@H]1[C@@H](C2)N2N=NN=C2)O[C@@H](C)C2=CC(=CC(=C2)C(F)(F)F)C(F)(F)F)C2=CC=CC=C2 ((1R*,2R*,5S*,6R*)-8-Benzyl-2-{(1S*)-1-[3,5-bis(trifluoromethyl)phenyl]ethoxy}-1-phenyl-6-(1H-tetrazol-1-yl)-8-azabicyclo[3.2.1]octane). The yield is 95.0%. As a reaction SMILES: [NH2:1][C@@H:2]1[CH2:8][C@:7]2([C:17]3[CH:22]=[CH:21][CH:20]=[CH:19][CH:18]=3)[N:9]([CH2:10][C:11]3[CH:16]=[CH:15][CH:14]=[CH:13][CH:12]=3)[C@H:3]1[CH2:4][CH2:5][C@H:6]2[O:23][C@H:24]([C:26]1[CH:31]=[C:30]([C:32]([F:35])([F:34])[F:33])[CH:29]=[C:28]([C:36]([F:39])([F:38])[F:37])[CH:27]=1)[CH3:25].[CH2:40](OC(OCC)OCC)C.[N-:50]=[N+:51]=[N-:52].[Na+]>C(O)(=O)C>[CH2:10]([N:9]1[C@@H:3]2[C@H:2]([N:1]3[CH:40]=[N:52][N:51]=[N:50]3)[CH2:8][C@@:7]1([C:17]1[CH:18]=[CH:19][CH:20]=[CH:21][CH:22]=1)[C@H:6]([O:23][C@H:24]([C:26]1[CH:27]=[C:28]([C:36]([F:39])([F:37])[F:38])[CH:29]=[C:30]([C:32]([F:33])([F:34])[F:35])[CH:31]=1)[CH3:25])[CH2:5][CH2:4]2)[C:11]1[CH:16]=[CH:15][CH:14]=[CH:13][CH:12]=1 |f:2.3|. Reported procedure: (1R*,2R*,5S*,6R*)-6-Amino-8-benzyl-2-{(1S*)-1-[3,5-bis(trifluoromethyl)phenyl]ethoxy}-1-phenyl-8-azabicyclo[3.2.1]octane (Example 132; 150 mg, 0.27 mmol) in glacial acetic acid (2 ml) with triethylorthoformate (3 ml) was heated to 90° C. Sodium azide (178 mg, 2.74 mmol) was then added and the mixture stirred at 90° C. overnight. The reaction mixture was cooled and partitioned between saturated sodium hydrogen carbonate solution and dichloromethane and the organics dried (MgSO4) and concentrated ... Reactants: CC(=O)O, O=Cc1ccccc1, ClCCl, Cl, CC(C)C(C(=O)N1CC2CCC(N)C2C1)c1ccccc1. Product: CC(C)C(C(=O)N1CC2CCC(NCc3ccccc3)C2C1)c1ccccc1. RXN SMILES: [CH3:31][C:32](=[O:33])[OH:34].[CH:23](=[O:24])[c:25]1[cH:26][cH:27][cH:28][cH:29][cH:30]1.[Cl:35][CH2:36][Cl:37].[ClH:1].[NH2:2][CH:3]1[CH2:4][CH2:5][CH:6]2[CH2:7][N:8]([C:11]([CH:12]([CH:13]([CH3:14])[CH3:15])[c:16]3[cH:17][cH:18][cH:19][cH:20][cH:21]3)=[O:22])[CH2:9][CH:10]12>>[NH:2]([CH:3]1[CH2:4][CH2:5][CH:6]2[CH2:7][N:8]([C:11]([CH:12]([CH:13]([CH3:14])[CH3:15])[c:16]3[cH:17][cH:18][cH:19][cH:20][cH:21]3)=[O:22])[CH2:9][CH:10]12)[CH2:23][c:25]1[cH:26][cH:27][cH:28][cH:29][cH:30]1. Starting materials: C(C)OCC (diethyl ether), IC1=C(C(=C(C(=C1COCCNC(=O)OC(C)(C)C)I)COCCNC(=O)OC(C)(C)C)I)COCCNC(=O)OC(C)(C)C (2,4,6-triiodo-1,3,5-tris-(2-tert-butoxycarbonylaminoethoxymethyl)benzene), FC(C(=O)O)(F)F (trifluoroacetic acid), C(C)OCC (diethyl ether), [OH-].[Na+] (NaOH). The solvent is O (water), ClCCl (dichloromethane), ClCCl (dichloromethane). Conditions: temperature 0 celsius, time 3 hour. Product: IC1=C(C(=C(C(=C1COCCN)I)COCCN)I)COCCN (2,4,6-Triiodo-1,3,5-tris-(aminoethoxymethyl)benzene). As a reaction SMILES: [I:1][C:2]1[C:7]([CH2:8][O:9][CH2:10][CH2:11][NH:12]C(OC(C)(C)C)=O)=[C:6]([I:20])[C:5]([CH2:21][O:22][CH2:23][CH2:24][NH:25]C(OC(C)(C)C)=O)=[C:4]([I:33])[C:3]=1[CH2:34][O:35][CH2:36][CH2:37][NH:38]C(OC(C)(C)C)=O.FC(F)(F)C(O)=O.C(OCC)C.[OH-].[Na+]>ClCCl.O>[I:1][C:2]1[C:3]([CH2:34][O:35][CH2:36][CH2:37][NH2:38])=[C:4]([I:33])[C:5]([CH2:21][O:22][CH2:23][CH2:24][NH2:25])=[C:6]([I:20])[C:7]=1[CH2:8][O:9][CH2:10][CH2:11][NH2:12] |f:3.4|. Reported procedure: 24.4 g (25 mmol) of 2,4,6-triiodo-1,3,5-tris-(2-tert-butoxycarbonylaminoethoxymethyl)benzene is dissolved in 100 ml of dichloromethane, mixed at 0° C. with 100 ml of trifluoroacetic acid and stirred for 3 hours at 0° C. The batch is poured into 500 ml of diethyl ether, the solid that accumulates in this case is suctioned off and rewashed several times with diethyl ether. The residue is dissolved in 100 ml of water and 100 ml of dichloromethane while being stirred vigorously, and 32% NaOH solutio... The reactants are CC(=O)OCC1OC(Oc2n[nH]c(C(C)C)c2Cc2ccc(OCCCN)cc2C)C(OC(C)=O)C(OC(C)=O)C1OC(C)=O, N=C(NC(=O)OCc1ccccc1)n1cccn1, C1CCOC1. Product: CC(=O)OCC1OC(Oc2n[nH]c(C(C)C)c2Cc2ccc(OCCCNC(N)=NC(=O)OCc3ccccc3)cc2C)C(OC(C)=O)C(OC(C)=O)C1OC(C)=O. RXN SMILES: [C:1]([CH3:2])(=[O:3])[O:4][CH:5]1[CH:6]([O:24][c:25]2[n:26][nH:27][c:28]([CH:43]([CH3:44])[CH3:45])[c:29]2[CH2:30][c:31]2[c:32]([CH3:42])[cH:33][c:34]([O:37][CH2:38][CH2:39][CH2:40][NH2:41])[cH:35][cH:36]2)[O:7][CH:8]([CH2:19][O:20][C:21]([CH3:22])=[O:23])[CH:9]([O:15][C:16]([CH3:17])=[O:18])[CH:10]1[O:11][C:12]([CH3:13])=[O:14].[CH2:46]([c:47]1[cH:48][cH:49][cH:50][cH:51][cH:52]1)[O:53][C:54](=[O:55])[NH:56][C:57](=[NH:58])[n:59]1[cH:60][cH:61][cH:62][n:63]1.[O:64]1[CH2:65][CH2:66][CH2:67][CH2:68]1>>[C:1]([CH3:2])(=[O:3])[O:4][CH:5]1[CH:6]([O:24][c:25]2[n:26][nH:27][c:28]([CH:43]([CH3:44])[CH3:45])[c:29]2[CH2:30][c:31]2[c:32]([CH3:42])[cH:33][c:34]([O:37][CH2:38][CH2:39][CH2:40][NH:41][C:57](=[N:56][C:54]([O:53][CH2:46][c:47]3[cH:48][cH:49][cH:50][cH:51][cH:52]3)=[O:55])[NH2:58])[cH:35][cH:36]2)[O:7][CH:8]([CH2:19][O:20][C:21]([CH3:22])=[O:23])[CH:9]([O:15][C:16]([CH3:17])=[O:18])[CH:10]1[O:11][C:12]([CH3:13])=[O:14]. Yields the product Cc1ccc2c(OCCN3CCC(Cc4cccc5c4OCC(=O)N5)CC3)cc(F)cc2n1. As a reaction SMILES: [Br:19][CH2:20][CH2:21][O:22][c:23]1[c:24]2[cH:25][cH:26][c:27]([CH3:34])[n:28][c:29]2[cH:30][c:31]([F:33])[cH:32]1.[NH:1]1[CH2:2][CH2:3][CH:4]([CH2:7][c:8]2[cH:9][cH:10][cH:11][c:12]3[c:17]2[O:16][CH2:15][C:14](=[O:18])[NH:13]3)[CH2:5][CH2:6]1>>[N:1]1([CH2:20][CH2:21][O:22][c:23]2[c:24]3[cH:25][cH:26][c:27]([CH3:34])[n:28][c:29]3[cH:30][c:31]([F:33])[cH:32]2)[CH2:2][CH2:3][CH:4]([CH2:7][c:8]2[cH:9][cH:10][cH:11][c:12]3[c:17]2[O:16][CH2:15][C:14](=[O:18])[NH:13]3)[CH2:5][CH2:6]1. The reactants are Cc1ccc2c(OCCBr)cc(F)cc2n1, O=C1COc2c(CC3CCNCC3)cccc2N1.